Dataset: the Open Reaction Database (ORD), a public repository of structured organic reaction records. Task: describe an organic reaction: reactants, conditions, products, and yield Reactants: COC(=O)[C@@H]1C[C@H](CN1C(=O)OCc2ccccc2)OC(=O)N3Cc4cccc(Br)c4C3, CN(C)c1ccc(cc1)B2OC(C)(C)C(C)(C)O2. The reagents and catalysts are CCN=P(N=P(N(C)C)(N(C)C)N(C)C)(N(C)C)N(C)C (P2-Et), CC(C)c1cc(C(C)C)c(-c2ccccc2[PH](C(C)(C)C)(C(C)(C)C)[Pd]2(OS(C)(=O)=O)Nc3ccccc3-c3ccccc32)c(C(C)C)c1 (tBuXphos G3). Solvent: CS(C)=O (DMSO), O (water), CS(C)=O (DMSO), CS(C)=O (DMSO), CS(C)=O (DMSO). Run at time 22 hour. Product: COC(=O)[C@@H]1C[C@H](CN1C(=O)OCc2ccccc2)OC(=O)N3Cc4cccc(c4C3)c5ccc(cc5)N(C)C, COC(=O)[C@@H]1C[C@H](CN1C(=O)OCc2ccccc2)OC(=O)N3Cc4cccc(Br)c4C3, c1ccc(-c2ccccc2)cc1. Starting materials: O=Cc1ccc(Br)cc1OC(F)(F)F, O=C([O-])[O-], C1COCCO1, [O-][Cl+][O-], [Na+], [Na+], [Na+], [Na+], O, O, O, O=P([O-])(O)O, NS(=O)(=O)O. Product: O=C(O)c1ccc(Br)cc1OC(F)(F)F. Reaction SMILES: [Br:1][c:2]1[cH:3][c:4]([O:10][C:11]([F:12])([F:13])[F:14])[c:5]([CH:6]=[O:7])[cH:8][cH:9]1.[C:32](=[O:33])([O-:34])[O-:35].[CH2:38]1[O:39][CH2:40][CH2:41][O:42][CH2:43]1.[Cl+:28]([O-:29])[O-:30].[Na+:27].[Na+:31].[Na+:36].[Na+:37].[OH2:20].[OH2:21].[OH2:44].[P:22]([O-:23])([OH:24])([OH:25])=[O:26].[S:15]([OH:16])([NH2:17])(=[O:18])=[O:19]>>[Br:1][c:2]1[cH:3][c:4]([O:10][C:11]([F:12])([F:13])[F:14])[c:5]([C:6](=[O:7])[OH:16])[cH:8][cH:9]1. The reactants are OC(CNC(=O)[C@@H]1CC[C@H](CC1)C=1NC=C(N1)C1=CC(=CC=C1)Br)C (trans-4-[4-(3-bromo-phenyl)-1H-imidazol-2-yl]-cyclohexane-carboxylic acid (2-hydroxy-propyl) amide), C(C(=O)Cl)(=O)Cl (oxalyl chloride), TEA. Yields the product O=C(CNC(=O)[C@@H]1CC[C@H](CC1)C=1NC=C(N1)C1=CC(=CC=C1)Br)C (trans-4-[4-(3-bromo-phenyl)-1H-imidazol-2-yl]-cyclohexane-carboxylic acid (2-oxo-propyl) amide). Run at time 2 minute. Reaction SMILES: C(Cl)(=O)C(Cl)=O.[OH:7][CH:8]([CH3:31])[CH2:9][NH:10][C:11]([C@H:13]1[CH2:18][CH2:17][C@H:16]([C:19]2[NH:20][CH:21]=[C:22]([C:24]3[CH:29]=[CH:28][CH:27]=[C:26]([Br:30])[CH:25]=3)[N:23]=2)[CH2:15][CH2:14]1)=[O:12]>C(Cl)Cl.CS(C)=O.O>[O:7]=[C:8]([CH3:31])[CH2:9][NH:10][C:11]([C@H:13]1[CH2:14][CH2:15][C@H:16]([C:19]2[NH:20][CH:21]=[C:22]([C:24]3[CH:29]=[CH:28][CH:27]=[C:26]([Br:30])[CH:25]=3)[N:23]=2)[CH2:17][CH2:18]1)=[O:12]. Reported procedure: To a cooled solution (−78° C. to −60° C.) of oxalyl chloride (0.12 mmol) in CH2Cl2 (5 mL), DMSO (0.25 mmoL) was added dropwise. The mixture was stirred for 2 minutes, and then trans-4-[4-(3-bromo-phenyl)-1H-imidazol-2-yl]-cyclohexane-carboxylic acid (2-hydroxy-propyl) amide (0.12 mmol) in 2 ml of CH2Cl2 was added. The mixture was stirred for 15 minutes at the same temperature following the addition of TEA (0.60 mmol). The mixture was stirred for another 5 minutes, warmed to room temperature and ... The solvent is C(Cl)Cl (CH2Cl2), O (water), C(Cl)Cl (CH2Cl2), CS(=O)C (DMSO). The product is C(C)(=O)NC1=CC(=C(C(=O)NC2=CC=C(C=C2)OC)C=C1)N (4-Acetylamino-2-amino-N-(4-methoxyphenyl)benzamide). The solvent is CN(C=O)C (N,N-dimethylformamide). The reactants are COC1=CC=C(C=C1)NC(C1=C(C=C(C=C1)N)N)=O (N-(4-methoxyphenyl)-2,4-diaminobenzamide), N1=CC=CC=C1 (pyridine), C(C)(=O)OC(C)=O (acetic anhydride). The yield is 25.3%. Reaction SMILES: [CH3:1][O:2][C:3]1[CH:8]=[CH:7][C:6]([NH:9][C:10](=[O:19])[C:11]2[CH:16]=[CH:15][C:14]([NH2:17])=[CH:13][C:12]=2[NH2:18])=[CH:5][CH:4]=1.N1C=CC=CC=1.[C:26](OC(=O)C)(=[O:28])[CH3:27]>CN(C)C=O>[C:26]([NH:17][C:14]1[CH:15]=[CH:16][C:11]([C:10]([NH:9][C:6]2[CH:7]=[CH:8][C:3]([O:2][CH3:1])=[CH:4][CH:5]=2)=[O:19])=[C:12]([NH2:18])[CH:13]=1)(=[O:28])[CH3:27]. Conditions: time 8 hour. Reported procedure: To a stirred solution of N-(4-methoxyphenyl)-2,4-diaminobenzamide (19 g, 73.8 mmol) in N,N-dimethylformamide (250 mL) was added pyridine (6.6 mL, 81 mmol), followed by acetic anhydride (6.6 mL, 70 mmol). After stirring overnight, the solvents were removed in vacuo and the residue was chromatographed over a silica gel (10% tetrahydrofuran/90% chloroform). The appropriate fractions were combined and concentrated in vacuo to give 5.3 g (24%) of the title compound as an off-white solid. The reactants are CC(CC(=O)OCBr)C (Bromomethyl 3-methylbutanoate), C(N)(=O)OCC=1CS[C@H]2N(C1C(=O)O)C([C@H]2NC(\C(=N/OC)\C=2OC=CC2)=O)=O ((6R,7R)-3-carbamoyloxymethyl-7-[(Z)-2-(fur-2-yl)-2-methoxyiminoacetamido]ceph-3-em-4-carboxylic acid), [K] (potassium). Run in CN(C=O)C (N,N dimethylformamide). The product is C(N)(=O)OCC=1CS[C@H]2N(C1C(=O)OCOC(CC(C)C)=O)C([C@H]2NC(\C(=N/OC)\C=2OC=CC2)=O)=O (Isovaleryloxymethyl (6R,7R)-3-carbamoyloxymethyl-7-[(Z)-2-(fur-2-yl)-2-methoxyiminoacetamido]ceph-3-em-4-carboxylate). Reaction SMILES: [CH3:1][CH:2]([CH3:9])[CH2:3][C:4]([O:6][CH2:7]Br)=[O:5].[C:10]([O:13][CH2:14][C:15]1[CH2:16][S:17][C@@H:18]2[C@H:25]([NH:26][C:27](=[O:37])/[C:28](/[C:32]3[O:33][CH:34]=[CH:35][CH:36]=3)=[N:29]\[O:30][CH3:31])[C:24](=[O:38])[N:19]2[C:20]=1[C:21]([OH:23])=[O:22])(=[O:12])[NH2:11].[K]>CN(C)C=O>[C:10]([O:13][CH2:14][C:15]1[CH2:16][S:17][C@@H:18]2[C@H:25]([NH:26][C:27](=[O:37])/[C:28](/[C:32]3[O:33][CH:34]=[CH:35][CH:36]=3)=[N:29]\[O:30][CH3:31])[C:24](=[O:38])[N:19]2[C:20]=1[C:21]([O:23][CH2:7][O:6][C:4](=[O:5])[CH2:3][CH:2]([CH3:9])[CH3:1])=[O:22])(=[O:12])[NH2:11] |^1:38|. Procedure: Bromomethyl 3-methylbutanoate (1.328 g, 6.7 mmole) was added to a solution of (6R,7R)-3-carbamoyloxymethyl-7-[(Z)-2-(fur-2-yl)-2-methoxyiminoacetamido]ceph-3-em-4-carboxylic acid, potassium salt (2.772 g, 6 mmole) in purified N,N dimethylformamide (18 ml). The mixture was allowed to react for 15 minutes and was then worked up as described in Example 4 to give the slightly impure title compound (2.809 g).